This data is from the Open Reaction Database (ORD), a public repository of structured organic reaction records. The task is: describe an organic reaction: reactants, conditions, products, and yield Starting materials: C(C)(=O)NC=1C=C(C=C(C1)C(=O)NC=1OC(=NN1)C=1OC=CC1)Br (5-acetylamino-3-bromo-N-[5-(2-furyl)-1,3,4-oxadiazol-2-yl]benzenecarboxamide), C(C)C1=CC=C(C=C1)C1=CC=C(C=C1)B(O)O (4′-ethyl-4-biphenylboronic acid). The product is C(C)(=O)NC=1C=C(C=C(C1)C1=CC=C(C=C1)C1=CC=C(C=C1)CC)C(=O)NC=1OC(=NN1)C=1OC=CC1 (5-Acetylamino-4″-ethyl-N-[5-(2-furyl)-1,3,4-oxadiazol-2-yl]-3-(p-terphenyl)carboxamide). Reaction SMILES: [C:1]([NH:4][C:5]1[CH:6]=[C:7](Br)[CH:8]=[C:9]([C:11]([NH:13][C:14]2[O:15][C:16]([C:19]3[O:20][CH:21]=[CH:22][CH:23]=3)=[N:17][N:18]=2)=[O:12])[CH:10]=1)(=[O:3])[CH3:2].[CH2:25]([C:27]1[CH:32]=[CH:31][C:30]([C:33]2[CH:38]=[CH:37][C:36](B(O)O)=[CH:35][CH:34]=2)=[CH:29][CH:28]=1)[CH3:26]>>[C:1]([NH:4][C:5]1[CH:10]=[C:9]([C:11]([NH:13][C:14]2[O:15][C:16]([C:19]3[O:20][CH:21]=[CH:22][CH:23]=3)=[N:17][N:18]=2)=[O:12])[CH:8]=[C:7]([C:36]2[CH:37]=[CH:38][C:33]([C:30]3[CH:29]=[CH:28][C:27]([CH2:25][CH3:26])=[CH:32][CH:31]=3)=[CH:34][CH:35]=2)[CH:6]=1)(=[O:3])[CH3:2]. Reported procedure: The title compound was synthesized in accordance with the synthesis method of compound Ia-50, using 5-acetylamino-3-bromo-N-[5-(2-furyl)-1,3,4-oxadiazol-2-yl]benzenecarboxamide prepared in Reference Example 38 instead of compound Ia-50 and using commercially available 4′-ethyl-4-biphenylboronic acid instead of 1-methyl-5-indoleboronic acid pinacol ester. Reactants: N(N)C1=NC(=NC=C1OC)OC (4-Hydrazino-2, 5-dimethoxypyrimidine), three, CC(C)O (IPA), N#CBr (cyanogen bromide). Run in C(C)#N (acetonitrile). Conditions: temperature 42 celsius. The product is NC1=NN=C2N1C(=NC=C2OC)OC (3-amino-5,8-dimethoxy[1,2,4]triazolo[4,3-c]pyrimidine). The yield is 87.3%. RXN SMILES: [NH:1]([C:3]1[C:8]([O:9][CH3:10])=[CH:7][N:6]=[C:5]([O:11][CH3:12])[N:4]=1)[NH2:2].CC(O)C.[N:17]#[C:18]Br>C(#N)C>[NH2:17][C:18]1[N:4]2[C:5]([O:11][CH3:12])=[N:6][CH:7]=[C:8]([O:9][CH3:10])[C:3]2=[N:1][N:2]=1. Procedure: 4-Hydrazino-2, 5-dimethoxypyrimidine (8.522 g, 0.050 mole) was loaded into a 500 mL three necked flask equipped with an overhead stirrer, condenser, and thermocouple temperature probe. IPA (100 mL) was added and the mixture was stirred to form a slurry. A solution of cyanogen bromide (8.546 g, 0.081 mole) in acetonitrile (15 mL) was added, resulting in a 3° C. endotherm, followed by a 6° C. exotherm. The mixture wash heated to 42° C. for 3.5 h, then cooled to room temperature. A solution of sodi... The product is N(=C=O)C1=CC=C(C=C1)N1C(CCCC1)=O (1-(4-isocyanatophenyl)piperidin-2-one). Solvent: C1CCOC1 (THF). RXN SMILES: Cl[C:2](OC(Cl)(Cl)Cl)=[O:3].[NH2:9][C:10]1[CH:15]=[CH:14][C:13]([N:16]2[CH2:21][CH2:20][CH2:19][CH2:18][C:17]2=[O:22])=[CH:12][CH:11]=1>C1COCC1>[N:9]([C:10]1[CH:15]=[CH:14][C:13]([N:16]2[CH2:21][CH2:20][CH2:19][CH2:18][C:17]2=[O:22])=[CH:12][CH:11]=1)=[C:2]=[O:3]. Reported procedure: 1.2 0.032 ml of trichloromethyl chloroformate is added under a nitrogen atmosphere to a solution of 50 mg of 1-(4-aminophenyl)piperidin-2-one (prepared from 1-(4-nitrophenyl)piperidin-2-one by hydrogenation using Raney nickel as catalyst) in 5 ml of THF, and the mixture is subsequently refluxed for 1.5 hours, giving 1-(4-isocyanatophenyl)piperidin-2-one (“AB”). The reactants are 1.2, ClC(=O)OC(Cl)(Cl)Cl (trichloromethyl chloroformate), NC1=CC=C(C=C1)N1C(CCCC1)=O (1-(4-aminophenyl)piperidin-2-one). The reactants are O (water), CC(=O)C1=CC(=CC=C1)N (3-aminoacetophenone), resultant solution, N1=CC=CC=C1 (pyridine), C(CC)S(=O)(=O)Cl (1-propanesulfonic acid chloride). The solvent is ClCCl (dichloromethane). Run at time 20 hour. The product is C(C)(=O)C=1C=C(C=CC1)NS(=O)(=O)CCC (N-(3-acetylphenyl)-1-propane-sulfonamide). Isolated yield 100.8%. Reaction SMILES: [CH3:1][C:2]([C:4]1[CH:9]=[CH:8][CH:7]=[C:6]([NH2:10])[CH:5]=1)=[O:3].N1C=CC=CC=1.[CH2:17]([S:20](Cl)(=[O:22])=[O:21])[CH2:18][CH3:19].O>ClCCl>[C:2]([C:4]1[CH:5]=[C:6]([NH:10][S:20]([CH2:17][CH2:18][CH3:19])(=[O:22])=[O:21])[CH:7]=[CH:8][CH:9]=1)(=[O:3])[CH3:1]. Procedure details: 1 g (7.4 mmol) of 3-aminoacetophenone were dissolved in 35 ml of dry dichloromethane. To the resultant solution cooled at 0° C. 0.89 ml (11.09 mmol) of anhydrous pyridine and 1.26 g (8.87 mmol) of 1-propanesulfonic acid chloride were added. After stirring the reaction mixture for 20 h at room temperature and under inert atmosphere, 15 ml of water were added. The two layers were separated, and the aqueous layer was washed with 2×15 ml of dichloromethane. The organic layers were washed with 30 ml ... Starting materials: C(C)(C)(C)OC(=O)N[C@@H](C(=O)N[C@H]1[C@H]2SCC(=C(N2C1=O)C(=O)O)/C=C/1\CCN(C1=O)CC(F)(F)F)C1=CC=CC=C1 ((6R,7R)-7-[(R)-2-t-butoxycarbonylamino-2-phenyl-acetylamino]-8-oxo-3-[(E)-5-oxo-1-(2,2,2-trifluoro-ethyl)-pyrrolidin-4-ylidenemethyl]-5-thia-1-azabicyclo[4.2.0]oct-2-ene-2-carboxylic acid), FC(C(=O)O)(F)F (trifluoroacetic acid), C(C)OCC (diethyl ether). Conditions: time 30 minute. The product is FC(C(=O)O)(F)F.N[C@@H](C(=O)N[C@H]1[C@H]2SCC(=C(N2C1=O)C(=O)O)/C=C/1\CCN(C1=O)CC(F)(F)F)C1=CC=CC=C1 ((6R,7R)-7-[(R)-2-Amino-2-phenyl-acetylamino]-8-oxo-3-[(E)-5-oxo-1-(2,2,2-trifluoro-ethyl)-pyrrolidin-4-ylidenemethyl]-5-thia-1-azabicyclo[4.2.0]oct-2-ene-2-carboxylic acid trifluoroacetate). Reaction SMILES: C(OC([NH:8][C@H:9]([C:37]1[CH:42]=[CH:41][CH:40]=[CH:39][CH:38]=1)[C:10]([NH:12][C@@H:13]1[C:20](=[O:21])[N:19]2[C@@H:14]1[S:15][CH2:16][C:17](/[CH:25]=[C:26]1\[CH2:27][CH2:28][N:29]([CH2:32][C:33]([F:36])([F:35])[F:34])[C:30]\1=[O:31])=[C:18]2[C:22]([OH:24])=[O:23])=[O:11])=O)(C)(C)C.C(OCC)C.[F:48][C:49]([F:54])([F:53])[C:50]([OH:52])=[O:51]>>[F:48][C:49]([F:54])([F:53])[C:50]([OH:52])=[O:51].[NH2:8][C@H:9]([C:37]1[CH:42]=[CH:41][CH:40]=[CH:39][CH:38]=1)[C:10]([NH:12][C@@H:13]1[C:20](=[O:21])[N:19]2[C@@H:14]1[S:15][CH2:16][C:17](/[CH:25]=[C:26]1\[CH2:27][CH2:28][N:29]([CH2:32][C:33]([F:34])([F:36])[F:35])[C:30]\1=[O:31])=[C:18]2[C:22]([OH:24])=[O:23])=[O:11] |f:3.4|. Procedure details: 1.0 g (1.64 mmol) (6R,7R)-7-[(R)-2-t-butoxycarbonylamino-2-phenyl-acetylamino]-8-oxo-3-[(E)-5-oxo-1-(2,2,2-trifluoro-ethyl)-pyrrolidin-4-ylidenemethyl]-5-thia-1-azabicyclo[4.2.0]oct-2-ene-2-carboxylic acid were dissolved in 5 ml trifluoroacetic acid and stirred for 30 min at 0°-5° C. The solution was then poured on 100 ml diethyl ether and the separated material was filtered off. It was then stirred for 2 hours in 25 ml ethyl acetate; the crystals separated were filtered off and dried. RXN SMILES: CN(C(ON1N=NC2C=CC=CC1=2)=[N+](C)C)C.[B-](F)(F)(F)F.C(N(C(C)C)CC)(C)C.[CH2:32]([O:34][C:35]([C:37]1[CH:41]=[N:40][N:39]([CH2:42][CH3:43])[C:38]=1[C:44]([OH:46])=O)=[O:36])[CH3:33].[C:47]1([C:53]2[N:54]=[C:55]3[N:60]=[C:59]([NH2:61])[CH:58]=[CH:57][N:56]3[CH:62]=2)[CH:52]=[CH:51][CH:50]=[CH:49][CH:48]=1>CN(C=O)C.O>[CH2:32]([O:34][C:35]([C:37]1[CH:41]=[N:40][N:39]([CH2:42][CH3:43])[C:38]=1[C:44](=[O:46])[NH:61][C:59]1[CH:58]=[CH:57][N:56]2[CH:62]=[C:53]([C:47]3[CH:52]=[CH:51][CH:50]=[CH:49][CH:48]=3)[N:54]=[C:55]2[N:60]=1)=[O:36])[CH3:33] |f:0.1|. Product: C(C)OC(=O)C=1C=NN(C1C(NC1=NC=2N(C=C1)C=C(N2)C2=CC=CC=C2)=O)CC (1-Ethyl-5-(2-phenyl-imidazo[1,2-a]pyrimidin-7-ylcarbamoyl)-1H-pyrazole-4-carboxylic acid ethyl ester). Yield: 12.9%. Solvent: CN(C)C=O (DMF), O (Water). Reaction conditions: time 30 minute. Procedure details: TBTU (1.1 g) and diisopropylethylamine (1.1 g) were added to a solution of 2-ethyl-2H-pyrazole-3,4-dicarboxylic acid 4-ethyl ester (610 mg) in DMF (7 ml), and the mixture was stirred for 30 min at RT. 2-Phenyl-imidazo[1,2-a]pyrimidin-7-ylamine (example 1, step 1, 725 mg) was added to the light yellow solution, and the mixture was stirred over the weekend at RT. Water (15 ml) was added, and the mixture was stirred for an additional 15 min. For purification, the precipitate was suspended in DMF (5... The reactants are C1(=CC=CC=C1)C=1N=C2N(C=CC(=N2)N)C1 (2-Phenyl-imidazo[1,2-a]pyrimidin-7-ylamine), CN(C)C(=[N+](C)C)ON1C2=C(C=CC=C2)N=N1.[B-](F)(F)(F)F (TBTU), C(C)(C)N(CC)C(C)C (diisopropylethylamine), C(C)OC(=O)C1=C(N(N=C1)CC)C(=O)O (2-ethyl-2H-pyrazole-3,4-dicarboxylic acid 4-ethyl ester). The reactants are C12(CC3CC(CC(C1)C3)C2)C2=CC=C(OC(C(=O)O)(C)C)C=C2 (2-(4-(adamantan-1-yl)phenoxy)-2-methylpropanoic acid), CN(CCN)C (N,N-dimethylethane-1,2-diamine). Yields the product C12(CC3CC(CC(C1)C3)C2)C2=CC=C(OC(C(=O)NCCN(C)C)(C)C)C=C2 (2-(4-(adamantan-1-yl)phenoxy)-N-(2-(dimethylamino)ethyl)-2-methylpropanamide). RXN SMILES: [C:1]12([C:11]3[CH:23]=[CH:22][C:14]([O:15][C:16]([CH3:21])([CH3:20])[C:17](O)=[O:18])=[CH:13][CH:12]=3)[CH2:10][CH:5]3[CH2:6][CH:7]([CH2:9][CH:3]([CH2:4]3)[CH2:2]1)[CH2:8]2.[CH3:24][N:25]([CH3:29])[CH2:26][CH2:27][NH2:28]>>[C:1]12([C:11]3[CH:12]=[CH:13][C:14]([O:15][C:16]([CH3:20])([CH3:21])[C:17]([NH:28][CH2:27][CH2:26][N:25]([CH3:29])[CH3:24])=[O:18])=[CH:22][CH:23]=3)[CH2:2][CH:3]3[CH2:4][CH:5]([CH2:6][CH:7]([CH2:9]3)[CH2:8]1)[CH2:10]2. Isolated yield 94.1%. Reported procedure: The title compound was prepared from 2-(4-(adamantan-1-yl)phenoxy)-2-methylpropanoic acid (0.2 g, 0.63 mmol), prepared from the step 2 of example 23, and N,N-dimethylethane-1,2-diamine (0.056 g, 0.63 mmol) according to the example 1, which was given 2-(4-(adamantan-1-yl)phenoxy)-N-(2-(dimethylamino)ethyl)-2-methylpropanamide as a white solid (0.228 g, 93.4% yield). Reactants: O=C([O-])[O-], CCOC(C)=O, CC(C)c1nccc(NS(=O)(=O)c2ccc(Cl)c(Cl)c2)n1, CN(C)C(=O)CCl, [Cs+], [Cs+], CN(C)C=O. Product: CC(C)c1nccc(N(CC(=O)N(C)C)S(=O)(=O)c2ccc(Cl)c(Cl)c2)n1. RXN SMILES: [C:22](=[O:23])([O-:24])[O-:25].[CH3:40][CH2:41][O:42][C:43](=[O:44])[CH3:45].[Cl:1][c:2]1[cH:3][c:4]([S:9](=[O:10])(=[O:11])[NH:12][c:13]2[n:14][c:15]([CH:19]([CH3:20])[CH3:21])[n:16][cH:17][cH:18]2)[cH:5][cH:6][c:7]1[Cl:8].[Cl:28][CH2:29][C:30](=[O:31])[N:32]([CH3:33])[CH3:34].[Cs+:26].[Cs+:27].[O:35]=[CH:36][N:37]([CH3:38])[CH3:39]>>[Cl:1][c:2]1[cH:3][c:4]([S:9](=[O:10])(=[O:11])[N:12]([c:13]2[n:14][c:15]([CH:19]([CH3:20])[CH3:21])[n:16][cH:17][cH:18]2)[CH2:29][C:30](=[O:31])[N:32]([CH3:33])[CH3:34])[cH:5][cH:6][c:7]1[Cl:8].